The task is: describe an organic reaction: reactants, conditions, products, and yield. This data is from the Open Reaction Database (ORD), a public repository of structured organic reaction records. Starting materials: C1(=CC=CC=C1)C(C1=CC=CC=C1)=NC(C(=O)OCC)CC=1C(=NC=CC1)[N+](=O)[O-] (Ethyl 2-(diphenylmethyleneamino)-3-(2-nitropyridin-3-yl)propanoate), BrCC1=C(C(=CC=C1)C(F)(F)F)[N+](=O)[O-] (1-(Bromomethyl)-2-nitro-3-(trifluoromethyl)benzene), BrCC=1C(=NC=CC1)[N+](=O)[O-] (3-(Bromomethyl)-2-nitropyridine). Product: C1(=CC=CC=C1)C(C1=CC=CC=C1)=NC(C(=O)OCC)CC1=C(C(=CC=C1)C(F)(F)F)[N+](=O)[O-] (Ethyl 2-(diphenylmethyleneamino)-3-[2-nitro-3-(trifluoromethyl)phenyl]propanoate). RXN SMILES: [C:1]1([C:7](=[N:14][CH:15]([CH2:21][C:22]2[C:23]([N+:28]([O-:30])=[O:29])=N[CH:25]=[CH:26][CH:27]=2)[C:16]([O:18][CH2:19][CH3:20])=[O:17])[C:8]2[CH:13]=[CH:12][CH:11]=[CH:10][CH:9]=2)[CH:6]=[CH:5][CH:4]=[CH:3][CH:2]=1.BrCC1C=CC=[C:35]([C:39]([F:42])([F:41])[F:40])C=1[N+]([O-])=O.BrCC1C([N+]([O-])=O)=NC=CC=1>>[C:8]1([C:7](=[N:14][CH:15]([CH2:21][C:22]2[CH:27]=[CH:26][CH:25]=[C:35]([C:39]([F:42])([F:41])[F:40])[C:23]=2[N+:28]([O-:30])=[O:29])[C:16]([O:18][CH2:19][CH3:20])=[O:17])[C:1]2[CH:2]=[CH:3][CH:4]=[CH:5][CH:6]=2)[CH:13]=[CH:12][CH:11]=[CH:10][CH:9]=1. Reported procedure: Ethyl 2-(diphenylmethyleneamino)-3-[2-nitro-3-(trifluoromethyl)phenyl]propanoate (18) Ethyl 2-(diphenylmethyleneamino)-3-[2-nitro-3-(trifluoromethyl)phenyl]propanoate (18) was prepared according to the general procedure for the synthesis of ethyl 2-(diphenylmethyleneamino)-3-(2-nitropyridin-3-yl)propanoate (5) in Example 1, except that 1-(bromomethyl)-2-nitro-3-(trifluoromethyl)benzene (17) from the previous step was used in place of 3-(bromomethyl)-2-nitropyridine (3) (Yield: 3.2 g, 28% over 2 ... The reactants are BrCC(=O)C1=CC=CC=C1 (2-bromoacetophenone), [H-].[Na+] (NaH), OC=1C=NC=CC1 (3-hydroxylpyridine). The solvent is CN(C)C=O (DMF), CN(C)C=O (DMF), CN(C)C=O (DMF). Reaction conditions: time 15 minute. The product is C1(=CC=CC=C1)C(COC=1C=NC=CC1)=O (1-Phenyl-2-(pyridine-3-yloxy)-ethanone). The yield is 75.0%. Reaction SMILES: [H-].[Na+].[OH:3][C:4]1[CH:5]=[N:6][CH:7]=[CH:8][CH:9]=1.Br[CH2:11][C:12]([C:14]1[CH:19]=[CH:18][CH:17]=[CH:16][CH:15]=1)=[O:13]>CN(C=O)C>[C:14]1([C:12](=[O:13])[CH2:11][O:3][C:4]2[CH:5]=[N:6][CH:7]=[CH:8][CH:9]=2)[CH:19]=[CH:18][CH:17]=[CH:16][CH:15]=1 |f:0.1|. Reported procedure: To a suspension NaH (0.8 g, 60%, 20 mmol) in DMF (15 mL) was added a solution of 3-hydroxylpyridine (1.9 g, 20 mmol) in DMF (10 mL) at ° C. under nitrogen. After the mixture was stirred 15 min, a solution of 2-bromoacetophenone (3.98 g, 20 mmol) in DMF (10 mL) was added dropwise. The resulting mixture was stirred for 5 h until the starting material consumed. Water was added to quench the reaction and the aqueous phase was extracted with CH2Cl2 (3×40 mL). The combined organic phases were washed w... Yields the product CCOC1CN(C(=O)OC(C)(C)C)CCC1N. Reactants: CCOC1CN(C(=O)OC(C)(C)C)CCC1NCc1ccccc1, CO, O=C[O-], [NH4+]. Reaction SMILES: [CH2:1]([c:2]1[cH:3][cH:4][cH:5][cH:6][cH:7]1)[NH:8][CH:9]1[CH:10]([O:22][CH2:23][CH3:24])[CH2:11][N:12]([C:15](=[O:16])[O:17][C:18]([CH3:19])([CH3:20])[CH3:21])[CH2:13][CH2:14]1.[CH3:29][OH:30].[CH:25]([O-:26])=[O:27].[NH4+:28]>>[NH2:8][CH:9]1[CH:10]([O:22][CH2:23][CH3:24])[CH2:11][N:12]([C:15](=[O:16])[O:17][C:18]([CH3:19])([CH3:20])[CH3:21])[CH2:13][CH2:14]1. Reactants: CN(C)C=O, [Cl-], COC(=O)CC1COc2cc(OCCCCl)ccc21, [H-], [I-], [NH4+], [Na+], [Na+], O, c1ccc(-c2cc3ccccc3[nH]2)cc1. The product is COC(=O)CC1COc2cc(OCCCn3c(-c4ccccc4)cc4ccccc43)ccc21. Reaction SMILES: [CH3:41][N:42]([CH3:43])[CH:44]=[O:45].[Cl-:39].[Cl:20][CH2:21][CH2:22][CH2:23][O:24][c:25]1[cH:26][c:27]2[c:28]([cH:37][cH:38]1)[CH:29]([CH2:32][C:33](=[O:34])[O:35][CH3:36])[CH2:30][O:31]2.[H-:16].[I-:19].[NH4+:40].[Na+:17].[Na+:18].[OH2:46].[c:1]1(-[c:7]2[nH:8][c:9]3[cH:10][cH:11][cH:12][cH:13][c:14]3[cH:15]2)[cH:2][cH:3][cH:4][cH:5][cH:6]1>>[c:1]1(-[c:7]2[n:8]([CH2:21][CH2:22][CH2:23][O:24][c:25]3[cH:26][c:27]4[c:28]([cH:37][cH:38]3)[CH:29]([CH2:32][C:33](=[O:34])[O:35][CH3:36])[CH2:30][O:31]4)[c:9]3[cH:10][cH:11][cH:12][cH:13][c:14]3[cH:15]2)[cH:2][cH:3][cH:4][cH:5][cH:6]1.